From a dataset of the Open Reaction Database (ORD), a public repository of structured organic reaction records. describe an organic reaction: reactants, conditions, products, and yield The reactants are ice, FC1=C(C=CC=C1)C1=NC(=NC=C1C(=O)O)N1CCOCC1 (4-(2-fluoro-phenyl)-2-morpholin-4-yl-pyrimidine-5-carboxylic acid), C(C(=O)Cl)(=O)Cl (oxalyl chloride), C(C)(C)NCC1=CC=CC=C1 (N-Isopropylbenzylamine). The reagents and catalysts are CN(C)C=O (DMF). The solvent is C(Cl)Cl (CH2Cl2). Reaction conditions: temperature 0 celsius, time 1 hour. The product is C(C1=CC=CC=C1)N(C(=O)C=1C(=NC(=NC1)N1CCOCC1)C1=C(C=CC=C1)F)C(C)C (4-(2-fluoro-phenyl)-2-morpholin-4-yl-pyrimidine-5-carboxylic acid benzyl-isopropyl-amide), foam. Isolated yield 91.8%. As a reaction SMILES: [F:1][C:2]1[CH:7]=[CH:6][CH:5]=[CH:4][C:3]=1[C:8]1[C:13]([C:14](O)=[O:15])=[CH:12][N:11]=[C:10]([N:17]2[CH2:22][CH2:21][O:20][CH2:19][CH2:18]2)[N:9]=1.C(Cl)(=O)C(Cl)=O.[CH:29]([NH:32][CH2:33][C:34]1[CH:39]=[CH:38][CH:37]=[CH:36][CH:35]=1)([CH3:31])[CH3:30]>C(Cl)Cl.CN(C=O)C>[CH2:33]([N:32]([CH:29]([CH3:31])[CH3:30])[C:14]([C:13]1[C:8]([C:3]2[CH:4]=[CH:5][CH:6]=[CH:7][C:2]=2[F:1])=[N:9][C:10]([N:17]2[CH2:18][CH2:19][O:20][CH2:21][CH2:22]2)=[N:11][CH:12]=1)=[O:15])[C:34]1[CH:39]=[CH:38][CH:37]=[CH:36][CH:35]=1. Reported procedure: To an ice-cooled solution of 4-(2-fluoro-phenyl)-2-morpholin-4-yl-pyrimidine-5-carboxylic acid (4.321 g, 14.25 mmol) in CH2Cl2 (100 mL) and DMF (2 drops) was added oxalyl chloride (1.5 mL, 2.21 g, 17.5 mmol) dropwise. Most solids dissolved at first, later a precipitate formed. The suspension was stirred for 1 hour at 0° C., and then allowed to warm to room temperature (all solids dissolved). The solution was concentrated to a dark oil, which crystallized upon standing. The crude acid chloride wa... Product: O=C(O)C(F)(F)F, Cc1nc(NC(=N)N)sc1C(=O)Nc1cccc(C(=O)NC(CC(=O)O)C(=O)Nc2ccccc2)c1. Starting materials: ClCCl, O=C(O)C(F)(F)F, Cc1nc(NC(=N)N)sc1C(=O)Nc1cccc(C(=O)NC(CC(=O)OC(C)(C)C)C(=O)Nc2ccccc2)c1. Reaction SMILES: [CH2:48]([Cl:49])[Cl:50].[F:41][C:42]([C:43](=[O:44])[OH:45])([F:46])[F:47].[NH:1]([C:2](=[NH:3])[NH2:4])[c:5]1[s:6][c:7]([C:11](=[O:12])[NH:13][c:14]2[cH:15][c:16]([C:17](=[O:18])[NH:19][CH:20]([CH2:21][C:22](=[O:23])[O:24][C:25]([CH3:26])([CH3:27])[CH3:28])[C:29](=[O:30])[NH:31][c:32]3[cH:33][cH:34][cH:35][cH:36][cH:37]3)[cH:38][cH:39][cH:40]2)[c:8]([CH3:10])[n:9]1>>[F:41][C:42]([C:43](=[O:44])[OH:45])([F:46])[F:47].[NH:1]([C:2](=[NH:3])[NH2:4])[c:5]1[s:6][c:7]([C:11](=[O:12])[NH:13][c:14]2[cH:15][c:16]([C:17](=[O:18])[NH:19][CH:20]([CH2:21][C:22](=[O:23])[OH:24])[C:29](=[O:30])[NH:31][c:32]3[cH:33][cH:34][cH:35][cH:36][cH:37]3)[cH:38][cH:39][cH:40]2)[c:8]([CH3:10])[n:9]1. Starting materials: NC=1N=NC(=C(N1)C)C (3-amino-5,6-dimethyl-1,2,4-triazine), C1(=CC=CC=C1)S(=O)(=O)N=C=O (benzenesulfonyl isocyanate). The solvent is C(Cl)Cl (methylene chloride). Reaction conditions: time 4 hour. Yields the product CC=1N=C(N=NC1C)NC(=O)NS(=O)(=O)C1=CC=CC=C1 (N-[(5,6-Dimethyl-1,2,4-triazin-3-yl)aminocarbonyl]benzenesulfonamide). Reaction SMILES: [NH2:1][C:2]1[N:3]=[N:4][C:5]([CH3:9])=[C:6]([CH3:8])[N:7]=1.[C:10]1([S:16]([N:19]=[C:20]=[O:21])(=[O:18])=[O:17])[CH:15]=[CH:14][CH:13]=[CH:12][CH:11]=1>C(Cl)Cl>[CH3:8][C:6]1[N:7]=[C:2]([NH:1][C:20]([NH:19][S:16]([C:10]2[CH:11]=[CH:12][CH:13]=[CH:14][CH:15]=2)(=[O:18])=[O:17])=[O:21])[N:3]=[N:4][C:5]=1[CH3:9]. Procedure: To a dry, well stirred mixture of 6 g of 3-amino-5,6-dimethyl-1,2,4-triazine in 100 ml of methylene chloride at ambient temperature and pressure was added 9 g of benzenesulfonyl isocyanate. The mixture was stirred for 4 hours and the precipitated product removed by filtration. After washing with 1-chlorobutane, the product melted at 155°-158°. Reactants: ClC1=NC(=NC(=C1)OCC1=CC=C(C=C1)OC)S(=O)(=O)C (4-chloro-6-(4-methoxybenzyloxy)-2-(methylsulfonyl)pyrimidine), BrC=1C=C2C(=CN(C2=CC1)C(=O)OC(C)(C)C)B1OC(C(O1)(C)C)(C)C (tert-butyl 5-bromo-3-(4,4,5,5-tetramethyl-1,3,2-dioxaborolan-2-yl)-1H-indole-1-carboxylate), C([O-])([O-])=O.[K+].[K+] (potassium carbonate). Reagents/catalysts: C=1C=CC(=CC1)[P](C=2C=CC=CC2)(C=3C=CC=CC3)[Pd]([P](C=4C=CC=CC4)(C=5C=CC=CC5)C=6C=CC=CC6)([P](C=7C=CC=CC7)(C=8C=CC=CC8)C=9C=CC=CC9)[P](C=1C=CC=CC1)(C=1C=CC=CC1)C=1C=CC=CC1 (Pd(PPh3)4). The solvent is O (water), O1CCOCC1.O (p-dioxane H2O). Reaction conditions: temperature 100 celsius. Yields the product BrC=1C=C2C(=CN(C2=CC1)C(=O)OC(C)(C)C)C1=NC(=NC(=C1)OCC1=CC=C(C=C1)OC)S(=O)(=O)C (tert-butyl 5-bromo-3-(6-(4-methoxybenzyloxy)-2-(methylsulfonyl)pyrimidin-4-yl)-1H-indole-1-carboxylate). Yield: 41.4%. RXN SMILES: Cl[C:2]1[CH:7]=[C:6]([O:8][CH2:9][C:10]2[CH:15]=[CH:14][C:13]([O:16][CH3:17])=[CH:12][CH:11]=2)[N:5]=[C:4]([S:18]([CH3:21])(=[O:20])=[O:19])[N:3]=1.[Br:22][C:23]1[CH:24]=[C:25]2[C:29](=[CH:30][CH:31]=1)[N:28]([C:32]([O:34][C:35]([CH3:38])([CH3:37])[CH3:36])=[O:33])[CH:27]=[C:26]2B1OC(C)(C)C(C)(C)O1.C(=O)([O-])[O-].[K+].[K+]>O1CCOCC1.O.O.C1C=CC([P]([Pd]([P](C2C=CC=CC=2)(C2C=CC=CC=2)C2C=CC=CC=2)([P](C2C=CC=CC=2)(C2C=CC=CC=2)C2C=CC=CC=2)[P](C2C=CC=CC=2)(C2C=CC=CC=2)C2C=CC=CC=2)(C2C=CC=CC=2)C2C=CC=CC=2)=CC=1>[Br:22][C:23]1[CH:24]=[C:25]2[C:29](=[CH:30][CH:31]=1)[N:28]([C:32]([O:34][C:35]([CH3:38])([CH3:37])[CH3:36])=[O:33])[CH:27]=[C:26]2[C:2]1[CH:7]=[C:6]([O:8][CH2:9][C:10]2[CH:15]=[CH:14][C:13]([O:16][CH3:17])=[CH:12][CH:11]=2)[N:5]=[C:4]([S:18]([CH3:21])(=[O:20])=[O:19])[N:3]=1 |f:2.3.4,5.6,^1:65,67,86,105|. Procedure: A glass microwave reaction vessel was charged with 4-chloro-6-(4-methoxybenzyloxy)-2-(methylsulfonyl)pyrimidine (600 mg, 1.825 mmol) and tert-butyl 5-bromo-3-(4,4,5,5-tetramethyl-1,3,2-dioxaborolan-2-yl)-1H-indole-1-carboxylate (770 mg, 1.825 mmol) in p-dioxane/H2O (4:1, 6 mL) followed by Pd(PPh3)4 (105 mg, 0.091 mmol) and potassium carbonate (220 μL, 3.65 mmol). The reaction was stirred and heated in a Initiator microwave reactor (Personal Chemistry, Biotage AB, Inc., Upssala, Sweden) at 100° C...